Dataset: the Open Reaction Database (ORD), a public repository of structured organic reaction records. Task: describe an organic reaction: reactants, conditions, products, and yield Starting materials: C1(=CC=CC=C1)OC(NC=1C(=NC(=C(C1)C(C)C)C)OC)=O (Phenyl-N-(5-isopropyl-2-methoxy-6-methylpyridine-3-yl)carbamate), ClC=1C=C(C=CC1)N1CCNCC1 (1-(3-chlorophenyl)piperazine). The product is C(C)(C)C=1C=C(C(=NC1C)OC)NC(=O)N1CCN(CC1)C1=CC(=CC=C1)Cl (1-[(5-isopropyl-2-methoxy-6-methylpyridin-3-yl)aminocarbonyl]-4-(3-chlorophenyl)piperazine). Yield: 63.0%. Reaction SMILES: C1(O[C:8](=[O:22])[NH:9][C:10]2[C:11]([O:20][CH3:21])=[N:12][C:13]([CH3:19])=[C:14]([CH:16]([CH3:18])[CH3:17])[CH:15]=2)C=CC=CC=1.[Cl:23][C:24]1[CH:25]=[C:26]([N:30]2[CH2:35][CH2:34][NH:33][CH2:32][CH2:31]2)[CH:27]=[CH:28][CH:29]=1>>[CH:16]([C:14]1[CH:15]=[C:10]([NH:9][C:8]([N:33]2[CH2:32][CH2:31][N:30]([C:26]3[CH:27]=[CH:28][CH:29]=[C:24]([Cl:23])[CH:25]=3)[CH2:35][CH2:34]2)=[O:22])[C:11]([O:20][CH3:21])=[N:12][C:13]=1[CH3:19])([CH3:17])[CH3:18]. Reported procedure: Phenyl-N-(5-isopropyl-2-methoxy-6-methylpyridine-3-yl)carbamate and 1-(3-chlorophenyl)piperazine were reacted by the same way with the example 1 to obtain the titled compound. Starting materials: C(C1=CC=CC=C1)OC(=O)N1C[C@@]2(CC3(CC3)C[C@@H]2C1)NC(=O)OC(C)(C)C ((1S,5R)-3-benzyloxycarbonyl-1-tert-butoxycarbonylaminospiro(3-azabicyclo[3.3.0]octane-7,1′-cyclopropane)), [H][H] (hydrogen). The reagents and catalysts are [C].[Pd] (palladium-carbon). The solvent is CO (methanol). Run at time 30 minute. The product is C(C)(C)(C)OC(=O)N[C@@]12CNC[C@H]2CC2(CC2)C1 ((1S,5R)-1-tert-Butoxycarbonylaminospiro(3-azabicyclo[3.3.0]octane-7,1′-cyclopropane)). Isolated yield 98.7%. Reaction SMILES: C(OC([N:11]1[CH2:20][C@@H:19]2[C@@:13]([NH:21][C:22]([O:24][C:25]([CH3:28])([CH3:27])[CH3:26])=[O:23])([CH2:14][C:15]3([CH2:18]2)[CH2:17][CH2:16]3)[CH2:12]1)=O)C1C=CC=CC=1.[H][H]>[C].[Pd].CO>[C:25]([O:24][C:22]([NH:21][C@@:13]12[CH2:14][C:15]3([CH2:16][CH2:17]3)[CH2:18][C@@H:19]1[CH2:20][NH:11][CH2:12]2)=[O:23])([CH3:28])([CH3:26])[CH3:27] |f:2.3|. Procedure details: A 10% palladium-carbon catalyst (45.6 mg, 30 wt %) was added to a solution of (1S,5R)-3-benzyloxycarbonyl-1-tert-butoxycarbonylaminospiro(3-azabicyclo[3.3.0]octane-7,1′-cyclopropane) (152 mg, 0.393 mmol) in methanol (3.93 ml) in a nitrogen atmosphere. After the atmosphere was replaced with hydrogen, the mixture was stirred at room temperature for 30 minutes. After the atmosphere was replaced with nitrogen, the reaction solution was filtered through Celite and concentrated under reduced pressure ...